From a dataset of the Open Reaction Database (ORD), a public repository of structured organic reaction records. describe an organic reaction: reactants, conditions, products, and yield Starting materials: C(O)([O-])=O.[Na+] (sodium hydrogencarbonate), C1(=CC=CC=C1)C(C=O)C1=CC=CC=C1 (diphenylacetaldehyde), C(C)(=O)O[BH-](OC(C)=O)OC(C)=O.[Na+] (sodium triacetoxyborohydride), CS(=O)(=O)C1=CC=C(CN2CCNCCC2)C=C1 (1-[4-(methylsulfonyl)benzyl]homopiperazine). Solvent: ClCCl (dichloromethane). Reaction conditions: time 16 hour. Yields the product C1(=CC=CC=C1)C(CN1CCN(CCC1)CC1=CC=C(C=C1)S(=O)(=O)C)C1=CC=CC=C1 (1-(2,2-Diphenylethyl)-4-[4-(methylsulfonyl)benzyl]homopiperazine). Reaction SMILES: [CH3:1][S:2]([C:5]1[CH:18]=[CH:17][C:8]([CH2:9][N:10]2[CH2:16][CH2:15][CH2:14][NH:13][CH2:12][CH2:11]2)=[CH:7][CH:6]=1)(=[O:4])=[O:3].[C:19]1([CH:25]([C:28]2[CH:33]=[CH:32][CH:31]=[CH:30][CH:29]=2)[CH:26]=O)[CH:24]=[CH:23][CH:22]=[CH:21][CH:20]=1.C(O[BH-](OC(=O)C)OC(=O)C)(=O)C.[Na+].C(=O)([O-])O.[Na+]>ClCCl>[C:19]1([CH:25]([C:28]2[CH:29]=[CH:30][CH:31]=[CH:32][CH:33]=2)[CH2:26][N:13]2[CH2:14][CH2:15][CH2:16][N:10]([CH2:9][C:8]3[CH:7]=[CH:6][C:5]([S:2]([CH3:1])(=[O:3])=[O:4])=[CH:18][CH:17]=3)[CH2:11][CH2:12]2)[CH:24]=[CH:23][CH:22]=[CH:21][CH:20]=1 |f:2.3,4.5|. Procedure: The resulting 1-[4-(methylsulfonyl)benzyl]homopiperazine was dissolved in 5 mL of dichloromethane, followed by adding 223 mg of diphenylacetaldehyde and 217 mg of sodium triacetoxyborohydride. After the mixture was stirred at room temperature for 16 hours, it was mixed with 30 mL of aqueous saturated sodium hydrogencarbonate, and extracted with 30 mL×2 of ethyl acetate. The organic layers were combined, washed with 30 mL of saturated aqueous sodium chloride, dried over anhydrous magnesium sulfat...